From a dataset of the Open Reaction Database (ORD), a public repository of structured organic reaction records. describe an organic reaction: reactants, conditions, products, and yield Reactants: BrC=1C=C2CC(NC2=CC1)=O (5-bromo-2-oxindole), N1C(=CC2=CC=CC=C12)C=O (indole-2-carbaldehyde), N1CCCCC1 (piperidine). Run in C(C)O (ethanol). Conditions: time 4 hour. Yields the product BrC=1C=C2C(C(NC2=CC1)=O)=CC=1NC2=CC=CC=C2C1 (5-bromo-3-(1H-indol-2-ylmethylene)-1,3-dihydroindol-2-one). As a reaction SMILES: [Br:1][C:2]1[CH:3]=[C:4]2[C:8](=[CH:9][CH:10]=1)[NH:7][C:6](=[O:11])[CH2:5]2.[NH:12]1[C:20]2[C:15](=[CH:16][CH:17]=[CH:18][CH:19]=2)[CH:14]=[C:13]1[CH:21]=O.N1CCCCC1>C(O)C>[Br:1][C:2]1[CH:3]=[C:4]2[C:8](=[CH:9][CH:10]=1)[NH:7][C:6](=[O:11])[C:5]2=[CH:21][C:13]1[NH:12][C:20]2[C:15]([CH:14]=1)=[CH:16][CH:17]=[CH:18][CH:19]=2. Procedure details: A mixture of 5-bromo-2-oxindole (212 mg), indole-2-carbaldehyde (174 mg) (prepared according to Synthetic Communications, 1993, 23, 3109) and piperidine (10 mg) in ethanol was held in a sealed tube at 95° C. for 4 hours. The mixture was cooled to room temperature. The solid was collected by vacuum filtration, washed with cold ethanol and dried in a vacuum oven to give 5-bromo-3-(1H-indol-2-ylmethylene)-1,3-dihydroindol-2-one. Starting materials: Cl (HCl), C1=C2C3C(COC2=CC(=C1)O)C1=C(O3)C=CC=C1 (6a,11a-dihydro-6H-benzo[4,5]furo[3,2-c]chromen-3-ol), Cl.ClCCN1CCCCC1 (1-(2-chloroethyl)piperidine hydrochloride), [H-].[Na+] (NaH). Solvent: O (water), CN(C)C=O (DMF). Yields the product C1=C2C3C(COC2=CC(=C1)OCCN1CCCCC1)C1=C(O3)C=CC=C1 (1-(2-(6a,11a-dihydro-6H-benzofuro[3,2-c]chromen-3-yloxy)ethyl)piperidine). The yield is 69.1%. RXN SMILES: [CH:1]1[CH:10]=[C:9]([OH:11])[CH:8]=[C:7]2[C:2]=1[CH:3]1[O:14][C:13]3[CH:15]=[CH:16][CH:17]=[CH:18][C:12]=3[CH:4]1[CH2:5][O:6]2.[H-].[Na+].Cl.Cl[CH2:23][CH2:24][N:25]1[CH2:30][CH2:29][CH2:28][CH2:27][CH2:26]1.Cl>CN(C=O)C.O>[CH:1]1[CH:10]=[C:9]([O:11][CH2:23][CH2:24][N:25]2[CH2:30][CH2:29][CH2:28][CH2:27][CH2:26]2)[CH:8]=[C:7]2[C:2]=1[CH:3]1[O:14][C:13]3[CH:15]=[CH:16][CH:17]=[CH:18][C:12]=3[CH:4]1[CH2:5][O:6]2 |f:1.2,3.4|. Reported procedure: Compound 6a,11a-dihydro-6H-benzo[4,5]furo[3,2-c]chromen-3-ol (100 mg, 0.42 mmol) was dissolved in DMF (5 ml) and NaH (10 mg, 0.42 mmol) was added to the solution at room temperature, followed by 1-(2-chloroethyl)piperidine hydrochloride (366 mg, 0.84 mmol). The reaction mixture was stirred at room temperature to 6 hours and poured into iced water and neutralized with 10% HCl to get the white precipitate. Precipitate were washed with water and purified by silica gel column chromatography using he... Starting materials: N1C(=NC2=C1C=CC=C2)NC2CCN(CCC2)C(=O)OCC (ethyl 4-(1H-benzimidazol-2-ylamino)hexahydro-1H-azepine-1-carboxylate), Cl.ClCC=1N=CSC1 (4-(chloromethyl)thiazole hydrochloride), C([O-])([O-])=O.[Na+].[Na+] (sodium carbonate), CN(C=O)C (N,N-dimethylformamide), Cl.ClCC=1N=CSC1 (4-(chloromethyl)thiazole hydrochloride), C([O-])([O-])=O.[Na+].[Na+] (sodium carbonate). Run in O (water). Run at temperature 70 celsius, time 8 hour. Product: C(\C=C\C(=O)O)(=O)O.S1C=NC(=C1)CN1C(=NC2=C1C=CC=C2)NC2CCN(CCC2)C(=O)OCC (ethyl hexahydro-4-[[1-(4-thiazolylmethyl)-1H-benzimidazol-2-yl]amino]-1H-azepine-1-carboxylate (E)-2-butenedioate). Isolated yield 13.5%. Reaction SMILES: [NH:1]1[C:5]2[CH:6]=[CH:7][CH:8]=[CH:9][C:4]=2[N:3]=[C:2]1[NH:10][CH:11]1[CH2:17][CH2:16][CH2:15][N:14]([C:18]([O:20][CH2:21][CH3:22])=[O:19])[CH2:13][CH2:12]1.Cl.Cl[CH2:25][C:26]1[N:27]=[CH:28][S:29][CH:30]=1.[C:31](=[O:34])([O-:33])[O-].[Na+].[Na+].CN(C)[CH:39]=[O:40]>O>[C:39]([OH:40])(=[O:19])/[CH:26]=[CH:30]/[C:31]([OH:33])=[O:34].[S:29]1[CH:30]=[C:26]([CH2:25][N:1]2[C:5]3[CH:6]=[CH:7][CH:8]=[CH:9][C:4]=3[N:3]=[C:2]2[NH:10][CH:11]2[CH2:17][CH2:16][CH2:15][N:14]([C:18]([O:20][CH2:21][CH3:22])=[O:19])[CH2:13][CH2:12]2)[N:27]=[CH:28]1 |f:1.2,3.4.5,8.9|. Reported procedure: A mixture of 6 parts of ethyl 4-(1H-benzimidazol-2-ylamino)hexahydro-1H-azepine-1-carboxylate, 3.75 parts of 4-(chloromethyl)thiazole hydrochloride, 5.3 parts of sodium carbonate and 90 parts of N,N-dimethylformamide was stirred overnight at 70° C. Another amount of 4-(chloromethyl)thiazole hydrochloride and sodium carbonate were added and stirring was continued overnight at 70° C. After cooling, the reaction mixture was poured into water. The product was extracted with methylbenzene. The extrac... The reactants are BrC=1C=CC(=NC1OC)/C(=C/[C@H]1CCC(N1CC1=C(C=C(C=C1)OC)OC)=O)/C1=CC=C(C=C1)C(C)(C)C ((5R)-5-[(E)-2-(5-Bromo-6-methoxypyridin-2-yl)-2-(4-tert-butylphenyl)ethenyl]-1-(2,4-dimethoxybenzyl)pyrrolidin-2-one), C1(CCC1)=O (cyclobutanone), [Cl-].[NH4+] (ammonium chloride), Example 4-42(1), C(CCC)[Li] (n-butyllithium). Solvent: O1CCCC1 (tetrahydrofuran). Reaction conditions: time 30 minute. Yields the product C(C)(C)(C)C1=CC=C(C=C1)C(=CC1CCC(N1CC1=C(C=C(C=C1)OC)OC)=O)C1=NC(=C(C=C1)C1(CCC1)O)OC (5-{2-(4-tert-butylphenyl)-2-[5-(1-hydroxycyclobutyl)-6-methoxypyridin-2-yl]ethenyl}-1-(2,4-dimethoxybenzyl)pyrrolidin-2-one). RXN SMILES: Br[C:2]1[CH:3]=[CH:4][C:5](/[C:10](/[C:29]2[CH:34]=[CH:33][C:32]([C:35]([CH3:38])([CH3:37])[CH3:36])=[CH:31][CH:30]=2)=[CH:11]/[C@@H:12]2[N:16]([CH2:17][C:18]3[CH:23]=[CH:22][C:21]([O:24][CH3:25])=[CH:20][C:19]=3[O:26][CH3:27])[C:15](=[O:28])[CH2:14][CH2:13]2)=[N:6][C:7]=1[O:8][CH3:9].C([Li])CCC.[C:44]1(=[O:48])[CH2:47][CH2:46][CH2:45]1.[Cl-].[NH4+]>O1CCCC1>[C:35]([C:32]1[CH:31]=[CH:30][C:29]([C:10]([C:5]2[CH:4]=[CH:3][C:2]([C:44]3([OH:48])[CH2:47][CH2:46][CH2:45]3)=[C:7]([O:8][CH3:9])[N:6]=2)=[CH:11][CH:12]2[N:16]([CH2:17][C:18]3[CH:23]=[CH:22][C:21]([O:24][CH3:25])=[CH:20][C:19]=3[O:26][CH3:27])[C:15](=[O:28])[CH2:14][CH2:13]2)=[CH:34][CH:33]=1)([CH3:38])([CH3:36])[CH3:37] |f:3.4|. Procedure: (5R)-5-[(E)-2-(5-Bromo-6-methoxypyridin-2-yl)-2-(4-tert-butylphenyl)ethenyl]-1-(2,4-dimethoxybenzyl)pyrrolidin-2-one obtained in Reference Example 4-42(1) (100 mg) was dissolved in tetrahydrofuran (5 mL), and n-butyllithium was added at −78° C. After stirring for 30 minutes, cyclobutanone was added dropwise. The mixture was stirred for further 30 minutes and then an ammonium chloride solution was added to the reaction solution, followed by extraction with ethyl acetate. The organic layer was dri... The reactants are FC=1C=CC=C2C=CNC12 (7-fluoroindole), C(C)(C)(C)OC(=O)N1CCC(CC1)=O (t-butyl-4-oxo-1-piperidinecarboxylate), N1CCCC1 (pyrrolidine). The solvent is C(C)O (ethanol). Yields the product C(C)(C)(C)OC(=O)N1CCC(=CC1)C1=CNC2=C(C=CC=C12)F (3-[1-(t-butoxycarbonyl)-1,2,3,6-tetrahydro-4-pyridinyl]-7-fluoroindole). Yield: 65.3%. Reaction SMILES: [F:1][C:2]1[CH:3]=[CH:4][CH:5]=[C:6]2[C:10]=1[NH:9][CH:8]=[CH:7]2.[C:11]([O:15][C:16]([N:18]1[CH2:23][CH2:22][C:21](=O)[CH2:20][CH2:19]1)=[O:17])([CH3:14])([CH3:13])[CH3:12].N1CCCC1>C(O)C>[C:11]([O:15][C:16]([N:18]1[CH2:19][CH:20]=[C:21]([C:7]2[C:6]3[C:10](=[C:2]([F:1])[CH:3]=[CH:4][CH:5]=3)[NH:9][CH:8]=2)[CH2:22][CH2:23]1)=[O:17])([CH3:14])([CH3:12])[CH3:13]. Reported procedure: A stirred solution of 7-fluoroindole (400 mg, 3.0 mmol), t-butyl-4-oxo-1-piperidinecarboxylate (650 mg, 3.3 mmol), and pyrrolidine (0.62 mL, 7.4 mmol) in ethanol (10 mL) was heated at reflux for 16 hours. Solvent was evaporated and the residue subjected to chromatography on silica gel with 20% ethyl acetate/hexanes to afford a yellow solid (620 mg, 66%). Reactants: C[Si](CCCCCCCCCCCCCC(=O)NC1=CC=C(C(=O)OCC)C=C1)(C)C (ethyl 4-[14-(trimethylsilyl)tetradecanamido]benzoate), [Cl-].[Na+] (sodium chloride), B (borane), ice water. Solvent: O1CCCC1 (tetrahydrofuran), O1CCCC1 (tetrahydrofuran). The product is C[Si](CCCCCCCCCCCCCCNC1=CC=C(C(=O)OCC)C=C1)(C)C (Ethyl 4-[14-(trimethylsilyl)tetradecylamino]benzoate). Reaction SMILES: [CH3:1][Si:2]([CH3:31])([CH3:30])[CH2:3][CH2:4][CH2:5][CH2:6][CH2:7][CH2:8][CH2:9][CH2:10][CH2:11][CH2:12][CH2:13][CH2:14][CH2:15][C:16]([NH:18][C:19]1[CH:29]=[CH:28][C:22]([C:23]([O:25][CH2:26][CH3:27])=[O:24])=[CH:21][CH:20]=1)=O.B.[Cl-].[Na+]>O1CCCC1>[CH3:31][Si:2]([CH3:1])([CH3:30])[CH2:3][CH2:4][CH2:5][CH2:6][CH2:7][CH2:8][CH2:9][CH2:10][CH2:11][CH2:12][CH2:13][CH2:14][CH2:15][CH2:16][NH:18][C:19]1[CH:20]=[CH:21][C:22]([C:23]([O:25][CH2:26][CH3:27])=[O:24])=[CH:28][CH:29]=1 |f:2.3|. Procedure: A 125 g. sample of ethyl 4-[14-(trimethylsilyl)tetradecanamido]benzoate was dissolved into 1 l. dry tetrahydrofuran, and to this stirred solution under nitrogen was dropwise added 419 ml. 1M borane in tetrahydrofuran. The solution was refluxed for four hours, cooled, and poured with stirring into 11.2 l. ice-water which contained about 250 g. sodium chloride. The precipitate was filtered off and air dried. Crystallization from ethanol afforded the pure product, m.p. 91°-92° C. As a reaction SMILES: [Br:25][CH2:26][CH2:27][O:28][Si:29]([CH3:30])([CH3:31])[C:32]([CH3:33])([CH3:34])[CH3:35].[CH2:36]1[O:37][CH2:38][CH2:39][CH2:40]1.[Cl:1][c:2]1[cH:3][c:4]([CH:8]([CH:9]2[CH2:10][N:11]([C:15](=[O:16])[O:17][C:18]([CH3:19])([CH3:20])[CH3:21])[CH2:12][CH2:13][CH2:14]2)[OH:22])[cH:5][cH:6][cH:7]1.[H-:24].[Na+:23]>>[Cl:1][c:2]1[cH:3][c:4]([CH:8]([CH:9]2[CH2:10][N:11]([C:15](=[O:16])[O:17][C:18]([CH3:19])([CH3:20])[CH3:21])[CH2:12][CH2:13][CH2:14]2)[O:22][CH2:26][CH2:27][O:28][Si:29]([CH3:30])([CH3:31])[C:32]([CH3:33])([CH3:34])[CH3:35])[cH:5][cH:6][cH:7]1. The product is CC(C)(C)OC(=O)N1CCCC(C(OCCO[Si](C)(C)C(C)(C)C)c2cccc(Cl)c2)C1. Reactants: CC(C)(C)[Si](C)(C)OCCBr, C1CCOC1, CC(C)(C)OC(=O)N1CCCC(C(O)c2cccc(Cl)c2)C1, [H-], [Na+]. Starting materials: C1CCOC1, CCOc1ccc(C(CO)C(F)(F)F)cc1Cl, [H-], [Na+], BrCc1cccc(Oc2ccccc2)c1, O. Product: CCOc1ccc(C(COCc2cccc(Oc3ccccc3)c2)C(F)(F)F)cc1Cl. As a reaction SMILES: [CH2:36]1[O:37][CH2:38][CH2:39][CH2:40]1.[Cl:3][c:4]1[cH:5][c:6]([CH:13]([CH2:14][OH:15])[C:16]([F:17])([F:18])[F:19])[cH:7][cH:8][c:9]1[O:10][CH2:11][CH3:12].[H-:1].[Na+:2].[O:20]([c:21]1[cH:22][cH:23][cH:24][cH:25][cH:26]1)[c:27]1[cH:28][c:29]([CH2:30][Br:31])[cH:32][cH:33][cH:34]1.[OH2:35]>>[Cl:3][c:4]1[cH:5][c:6]([CH:13]([CH2:14][O:15][CH2:30][c:29]2[cH:28][c:27]([O:20][c:21]3[cH:22][cH:23][cH:24][cH:25][cH:26]3)[cH:34][cH:33][cH:32]2)[C:16]([F:17])([F:18])[F:19])[cH:7][cH:8][c:9]1[O:10][CH2:11][CH3:12]. Conditions: time 2 hour. RXN SMILES: [C:1]1([C:7]2[CH:8]=[N:9][N:10]([CH2:12][CH2:13][CH2:14][C:15]([O:17]CC)=[O:16])[CH:11]=2)[CH:6]=[CH:5][CH:4]=[CH:3][CH:2]=1.Cl>CO.[OH-].[Na+]>[C:1]1([C:7]2[CH:8]=[N:9][N:10]([CH2:12][CH2:13][CH2:14][C:15]([OH:17])=[O:16])[CH:11]=2)[CH:2]=[CH:3][CH:4]=[CH:5][CH:6]=1 |f:3.4|. The reactants are C1(=CC=CC=C1)C=1C=NN(C1)CCCC(=O)OCC (ethyl 4-(4-phenyl-1H-pyrazol-1-yl)butanoate), Cl (HCl). Run in CO (methanol), [OH-].[Na+] (NaOH). Isolated yield 77.8%. Product: C1(=CC=CC=C1)C=1C=NN(C1)CCCC(=O)O (4-(4-phenyl-1H-pyrazol-1-yl)butanoic acid). Procedure details: A mixture of ethyl 4-(4-phenyl-1H-pyrazol-1-yl)butanoate (273 mg, 1.06 mmole) in methanol (5 ml) and 1N NaOH (5 mL) was stirred at room temperature for 2 hours. The reaction mixture was adjusted to be acidic (pH=3-4) with 6 N HCl with an ice bath and then extracted with EtOAc (3×). The combined organic phases were washed with water and brine, dried over Na2SO4, filtered and concentrated to give the desired product (190 mg, 78%). LCMS calculated for C13H15N2O2 (M+H): 231.1; found: 231.1. Starting materials: O=C(O)c1cc2c(OCc3coc4ccc(Cl)cc34)cccc2[nH]1, Cl, Cl, Cl, NC1CCN(CCN2CCC(O)CC2)CC1. Yields the product O=C(NC1CCN(CCN2CCC(O)CC2)CC1)c1cc2c(OCc3coc4ccc(Cl)cc34)cccc2[nH]1. RXN SMILES: [Cl:1][c:2]1[cH:3][cH:4][c:5]2[c:6]([c:7]([CH2:10][O:11][c:12]3[c:13]4[cH:14][c:15]([C:21](=[O:22])[OH:23])[nH:16][c:17]4[cH:18][cH:19][cH:20]3)[cH:8][o:9]2)[cH:24]1.[ClH:25].[ClH:26].[ClH:27].[NH2:28][CH:29]1[CH2:30][CH2:31][N:32]([CH2:35][CH2:36][N:37]2[CH2:38][CH2:39][CH:40]([OH:43])[CH2:41][CH2:42]2)[CH2:33][CH2:34]1>>[Cl:1][c:2]1[cH:3][cH:4][c:5]2[c:6]([c:7]([CH2:10][O:11][c:12]3[c:13]4[cH:14][c:15]([C:21](=[O:23])[NH:28][CH:29]5[CH2:30][CH2:31][N:32]([CH2:35][CH2:36][N:37]6[CH2:38][CH2:39][CH:40]([OH:43])[CH2:41][CH2:42]6)[CH2:33][CH2:34]5)[nH:16][c:17]4[cH:18][cH:19][cH:20]3)[cH:8][o:9]2)[cH:24]1.